From a dataset of the Open Reaction Database (ORD), a public repository of structured organic reaction records. describe an organic reaction: reactants, conditions, products, and yield The reactants are CCN(CC)S(F)(F)F, ClCCl, OC(CCCc1cccc(Oc2ccccc2)c1)(c1ccc(OC(F)(F)F)cc1)C(F)(F)F, O. Product: FC(F)(F)Oc1ccc(C(F)(CCCc2cccc(Oc3ccccc3)c2)C(F)(F)F)cc1. Reaction SMILES: [CH2:34]([N:35]([S:36]([F:37])([F:38])[F:40])[CH2:39][CH3:41])[CH3:42].[Cl:44][CH2:45][Cl:46].[F:1][C:2]([C:3]([CH2:4][CH2:5][CH2:6][c:7]1[cH:8][c:9]([O:13][c:14]2[cH:15][cH:16][cH:17][cH:18][cH:19]2)[cH:10][cH:11][cH:12]1)([c:20]1[cH:21][cH:22][c:23]([O:26][C:27]([F:28])([F:29])[F:30])[cH:24][cH:25]1)[OH:31])([F:32])[F:33].[OH2:43]>>[F:1][C:2]([C:3]([CH2:4][CH2:5][CH2:6][c:7]1[cH:8][c:9]([O:13][c:14]2[cH:15][cH:16][cH:17][cH:18][cH:19]2)[cH:10][cH:11][cH:12]1)([c:20]1[cH:21][cH:22][c:23]([O:26][C:27]([F:28])([F:29])[F:30])[cH:24][cH:25]1)[F:40])([F:32])[F:33]. Reactants: C(C1=CC=CC=C1)N(C1CC2=CC(=CC=C2C1)N1C=CC=C1)CCC (benzyl-propyl-(6-pyrrol-1-yl-indan-2-yl)-amine), C(=O)[O-].[NH4+] (ammonium formate). The reagents and catalysts are [Pd] (Pd/C). The solvent is C(C)O (ethanol). Conditions: time 1 hour. The product is C(CC)NC1CC2=CC(=CC=C2C1)N1C=CC=C1 (Propyl-(6-pyrrol-1-yl-indan-2-yl)-amine). Isolated yield 81.2%. As a reaction SMILES: [CH2:1]([N:8](CCC)[CH:9]1[CH2:17][C:16]2[C:11](=[CH:12][C:13]([N:18]3[CH:22]=[CH:21][CH:20]=[CH:19]3)=[CH:14][CH:15]=2)[CH2:10]1)[C:2]1C=CC=C[CH:3]=1.C([O-])=O.[NH4+]>C(O)C.[Pd]>[CH2:1]([NH:8][CH:9]1[CH2:17][C:16]2[C:11](=[CH:12][C:13]([N:18]3[CH:22]=[CH:21][CH:20]=[CH:19]3)=[CH:14][CH:15]=2)[CH2:10]1)[CH2:2][CH3:3] |f:1.2|. Reported procedure: A mixture of benzyl-propyl-(6-pyrrol-1-yl-indan-2-yl)-amine (540 mg, 1.64 mmol), ammonium formate (0.8 g, 12.6 mmol) and 10% Pd/C (0.3 g) in 99% ethanol (50 mL) was stirred for at ambient temperature for 1 h. The mixture was filtered on a Celite pad and the solution concentrated in vacuo. The residue was redissolved in 10% sodium carbonate/diethyl ether. After 2 additional ether extractions of the aqueous phase, the combined ethereal phases were dried (magnesium sulfate) filtered and evaporated ... The reactants are C(C1=CC=CC=C1)OC(=O)N(C1=CN=C2N(C1=O)[C@@H](CC2)C(=O)O)CC2=CC(=CC=C2)C(F)(F)F ((6S)-3-{[(Benzyloxy)carbonyl][3-(trifluoromethyl)benzyl]amino}-4-oxo-4,6,7,8-tetrahydropyrrolo[1,2-a]pyrimidine-6-carboxylic acid), NC1=CC=CC=C1 (aniline), C1=CC2=C(N=C1)N(N=N2)O (HOAt), C(=O)(O)[O-].[Na+] (NaHCO3), CCN=C=NCCCN(C)C (EDCI). The solvent is C(Cl)Cl.CN(C)C=O (CH2Cl2 DMF), CCOC(=O)C (EtOAc). Yields the product N(C1=CC=CC=C1)C(=O)[C@@H]1CCC=2N1C(C(=CN2)N(C(OCC2=CC=CC=C2)=O)CC2=CC(=CC=C2)C(F)(F)F)=O (Benzyl (6S)-6-(anilinocarbonyl)-4-oxo-4,6,7,8-tetrahydropyrrolo[1,2-a]pyrimidin-3-yl[3-(trifluoromethyl)benzyl]carbamate). As a reaction SMILES: [CH2:1]([O:8][C:9]([N:11]([CH2:25][C:26]1[CH:31]=[CH:30][CH:29]=[C:28]([C:32]([F:35])([F:34])[F:33])[CH:27]=1)[C:12]1[C:17](=[O:18])[N:16]2[C@H:19]([C:22]([OH:24])=O)[CH2:20][CH2:21][C:15]2=[N:14][CH:13]=1)=[O:10])[C:2]1[CH:7]=[CH:6][CH:5]=[CH:4][CH:3]=1.[NH2:36][C:37]1[CH:42]=[CH:41][CH:40]=[CH:39][CH:38]=1.C1C=NC2N(O)N=NC=2C=1.C([O-])(O)=O.[Na+].CCN=C=NCCCN(C)C>CCOC(C)=O.C(Cl)Cl.CN(C=O)C>[NH:36]([C:22]([C@H:19]1[N:16]2[C:17](=[O:18])[C:12]([N:11]([CH2:25][C:26]3[CH:31]=[CH:30][CH:29]=[C:28]([C:32]([F:34])([F:33])[F:35])[CH:27]=3)[C:9](=[O:10])[O:8][CH2:1][C:2]3[CH:3]=[CH:4][CH:5]=[CH:6][CH:7]=3)=[CH:13][N:14]=[C:15]2[CH2:21][CH2:20]1)=[O:24])[C:37]1[CH:42]=[CH:41][CH:40]=[CH:39][CH:38]=1 |f:3.4,7.8|. Procedure details: To a solution of 12a (6.18 g, 12.7 mmol) and aniline (1.64 mL, 19.0 mmol) in 60 mL 5:1 CH2Cl2/DMF at 0° C., was added HOAt (1.90 g, 14.0 mmol), NaHCO3 (2.13 g, 25.4 mmol), and EDCI (3.41 g, 17.8 mmol). The mixture was stirred and allowed to warm to rt over 15 h. The reaction was diluted with EtOAc and the organic phase was washed with H2O, sat. NaHCO3, H2O, 1N HCl, H2O, and brine. The organic phase was dried (Na2SO4) and concentrated. The residue obtained was purified by flash chromatography (50...